From a dataset of the Open Reaction Database (ORD), a public repository of structured organic reaction records. describe an organic reaction: reactants, conditions, products, and yield Reactants: Dithio-(3',4'-dichloro)-diisobutyranilide, S(=O)(=O)(Cl)Cl (sulfuryl chloride), ClC=1C=C(C=CC1Cl)N1SC=C(C1=O)C (2-(3,4-dichlorophenyl)-4-methyl-3-isothiazolone). Solvent: C(CCl)Cl (ethylene dichloride), C(CCl)Cl (ethylene dichloride). Reaction conditions: time 8 hour. Yields the product CC1=CN(SC1)C1=CC(=C(C=C1)Cl)Cl (4-methyl-2-(3,4-dichlorophenyl)-3-isothiazoline). As a reaction SMILES: S(Cl)(Cl)(=O)=O.[Cl:6][C:7]1[CH:8]=[C:9]([N:14]2[C:18](=O)[C:17]([CH3:20])=[CH:16][S:15]2)[CH:10]=[CH:11][C:12]=1[Cl:13]>C(Cl)CCl>[CH3:20][C:17]1[CH2:16][S:15][N:14]([C:9]2[CH:10]=[CH:11][C:12]([Cl:13])=[C:7]([Cl:6])[CH:8]=2)[CH:18]=1. Procedure details: Dithio-(3',4'-dichloro)-diisobutyranilide, 12.8 g. (0.0234 mole), was slurried in 250 ml. of ethylene dichloride, and a solution of 9.5 g. (0.0702 mole) of sulfuryl chloride in 25 ml. of ethylene dichloride was added dropwise at 25°-30° C. over one hour. The slurry was stirred overnight to insure completion of the reaction and then filtered to give 8.6 g. of gray 2-(3,4-dichlorophenyl)-4-methyl-3-isothiazolone, m.p. 160°-161° C. The product was crystallized from ethyl acetate to give a m.p. of 1... Starting materials: C(C)OC(C(C=C(CCOC)CBr)NC=O)=O (4-bromomethyl-2-formylamino-6-methoxy-hex-3-enoic acid ethyl ester), P(OC(C)C)(OC(C)C)OC(C)C (triisopropyl phosphite). Conditions: time 18 hour. Product: C(C)OC(C(C=C(CCOC)CP(=O)(OC(C)C)OC(C)C)NC=O)=O (4-diisopropylphosphonomethyl-2-formylamino-6-methoxy-hex-3-enoic acid ethyl ester). RXN SMILES: [CH2:1]([O:3][C:4](=[O:17])[CH:5]([NH:14][CH:15]=[O:16])[CH:6]=[C:7]([CH2:12]Br)[CH2:8][CH2:9][O:10][CH3:11])[CH3:2].[P:18]([O:27]C(C)C)([O:23][CH:24]([CH3:26])[CH3:25])[O:19][CH:20]([CH3:22])[CH3:21]>>[CH2:1]([O:3][C:4](=[O:17])[CH:5]([NH:14][CH:15]=[O:16])[CH:6]=[C:7]([CH2:12][P:18]([O:23][CH:24]([CH3:26])[CH3:25])([O:19][CH:20]([CH3:22])[CH3:21])=[O:27])[CH2:8][CH2:9][O:10][CH3:11])[CH3:2]. Procedure details: 3.38 g (11.0 mmol) of 4-bromomethyl-2-formylamino-6-methoxy-hex-3-enoic acid ethyl ester and 12.0 ml (44 mmol) of triisopropyl phosphite (96%) are heated to 80° and stirred under a pressure of approximately 130 mbar for 18 hours. The excess triisopropyl phosphite is distilled off under reduced pressure and the evaporation residue is purified by chromatography on silica gel with ethyl acetate. 4-diisopropylphosphonomethyl-2-formylamino-6-methoxy-hex-3-enoic acid ethyl ester is obtained in the for... The reactants are N#Cc1ccc(C(=O)NN)cc1, Cc1c(NC(C(=O)O)C(C)O)ccc(C#N)c1Cl. Yields the product Cc1c(NC(C(=O)NNC(=O)c2ccc(C#N)cc2)C(C)O)ccc(C#N)c1Cl. Reaction SMILES: [C:19](#[N:20])[c:21]1[cH:22][cH:23][c:24]([C:25](=[O:26])[NH:27][NH2:28])[cH:29][cH:30]1.[Cl:1][c:2]1[c:3]([CH3:18])[c:4]([NH:10][CH:11]([C:12](=[O:13])[OH:14])[CH:15]([CH3:16])[OH:17])[cH:5][cH:6][c:7]1[C:8]#[N:9]>>[Cl:1][c:2]1[c:3]([CH3:18])[c:4]([NH:10][CH:11]([C:12](=[O:14])[NH:28][NH:27][C:25]([c:24]2[cH:23][cH:22][c:21]([C:19]#[N:20])[cH:30][cH:29]2)=[O:26])[CH:15]([CH3:16])[OH:17])[cH:5][cH:6][c:7]1[C:8]#[N:9]. Reactants: FC\1(CCN(C2=C(/C1=C/C(=O)N1CCC(CC1)N(C(C(F)(F)F)=O)CC(=O)OCC)C=CC=C2)C(=O)C2=C(N=C(S2)C2=CC=CC=C2)C)F (ethyl (Z)-[(1-{[4,4-difluoro-1-(4-methyl-2-phenylthiazole-5-carbonyl)-2,3,4,5-tetrahydro-1H-1-benzoazepin-5-ylidene]acetyl}-4-piperidyl)-(trifluoroacetyl)amino]acetate), C([O-])([O-])=O.[K+].[K+] (potassium carbonate). Run in C(C)O (ethanol), O (water). Conditions: temperature 40 celsius, time 18 hour. Yields the product FC\1(CCN(C2=C(/C1=C/C(=O)N1CCC(CC1)NCC(=O)O)C=CC=C2)C(=O)C2=C(N=C(S2)C2=CC=CC=C2)C)F ((Z)-[(1-{[4,4-difluoro-1-(4-methyl-2-phenylthiazole-5-carbonyl)-2,3,4,5-tetrahydro-1H-1-benzoazepin-5-ylidene]acetyl}-4-piperidyl)amino]acetic acid). Isolated yield 20.2%. RXN SMILES: [F:1][C:2]1([F:49])[CH2:3][CH2:4][N:5]([C:35]([C:37]2[S:41][C:40]([C:42]3[CH:47]=[CH:46][CH:45]=[CH:44][CH:43]=3)=[N:39][C:38]=2[CH3:48])=[O:36])[C:6]2[CH:34]=[CH:33][CH:32]=[CH:31][C:7]=2/[C:8]/1=[CH:9]/[C:10]([N:12]1[CH2:17][CH2:16][CH:15]([N:18]([CH2:25][C:26]([O:28]CC)=[O:27])C(=O)C(F)(F)F)[CH2:14][CH2:13]1)=[O:11].C(=O)([O-])[O-].[K+].[K+]>C(O)C.O>[F:49][C:2]1([F:1])[CH2:3][CH2:4][N:5]([C:35]([C:37]2[S:41][C:40]([C:42]3[CH:43]=[CH:44][CH:45]=[CH:46][CH:47]=3)=[N:39][C:38]=2[CH3:48])=[O:36])[C:6]2[CH:34]=[CH:33][CH:32]=[CH:31][C:7]=2/[C:8]/1=[CH:9]/[C:10]([N:12]1[CH2:17][CH2:16][CH:15]([NH:18][CH2:25][C:26]([OH:28])=[O:27])[CH2:14][CH2:13]1)=[O:11] |f:1.2.3|. Procedure details: To a solution of 240 mg of ethyl (Z)-[(1-{[4,4-difluoro-1-(4-methyl-2-phenylthiazole-5-carbonyl)-2,3,4,5-tetrahydro-1H-1-benzoazepin-5-ylidene]acetyl}-4-piperidyl)-(trifluoroacetyl)amino]acetate in 5 ml of ethanol was added a solution of 100 mg of potassium carbonate in 4 ml of water, and the mixture was stirred at 40° C. for 18 hours. After evaporation of the solvent, 1N hydrochloric acid was added to the residue, and the mixture was washed with ethyl acetate. The aqueous layer was neutralized ... Reactants: ClC=1C(=C(C=CC1C#N)N[C@@H](C(=O)NNC(C1=CC=C(C=C1)C(F)(F)F)=O)[C@H](C)O)C (N′-((2R,3S)-2-(3-chloro-4-cyano-2-methylphenylamino)-3-hydroxybutanoyl)-4-(trifluoromethyl)benzohydrazide), C(C)(C)(C)NP1(N(CCCN1C)C)N(CC)CC (2-tert-butylamino-2-diethylamino-1,3-dimethyl perhydro-1,3,2-diazaphosphorine), C1(=CC=C(C=C1)S(=O)(=O)Cl)C (para-toluenesulfonyl chloride). Solvent: C1CCOC1 (THF). Conditions: time 1 hour. The product is ClC1=C(C#N)C=CC(=C1C)N\C(=C/C)\C=1OC(=NN1)C1=CC=C(C=C1)C(F)(F)F ((Z)-2-chloro-3-methyl-4-(1-(5-(4-(trifluoromethyl)phenyl)-1,3,4-oxadiazol-2-yl)prop-1-enylamino)benzonitrile). As a reaction SMILES: [Cl:1][C:2]1[C:3]([CH3:31])=[C:4]([NH:10][C@H:11]([C@@H:28](O)[CH3:29])[C:12]([NH:14][NH:15][C:16](=O)[C:17]2[CH:22]=[CH:21][C:20]([C:23]([F:26])([F:25])[F:24])=[CH:19][CH:18]=2)=[O:13])[CH:5]=[CH:6][C:7]=1[C:8]#[N:9].C(NP1(N(CC)CC)N(C)CCCN1C)(C)(C)C.C1(C)C=CC(S(Cl)(=O)=O)=CC=1>C1COCC1>[Cl:1][C:2]1[C:3]([CH3:31])=[C:4]([NH:10]/[C:11](/[C:12]2[O:13][C:16]([C:17]3[CH:22]=[CH:21][C:20]([C:23]([F:25])([F:24])[F:26])=[CH:19][CH:18]=3)=[N:15][N:14]=2)=[CH:28]\[CH3:29])[CH:5]=[CH:6][C:7]=1[C:8]#[N:9]. Procedure: To a solution of N′-((2R,3S)-2-(3-chloro-4-cyano-2-methylphenylamino)-3-hydroxybutanoyl)-4-(trifluoromethyl)benzohydrazide (1.0 g, 2.20 mmol) in anhydrous THF (90 mL) at room temperature was added 2-tert-butylamino-2-diethylamino-1,3-dimethyl perhydro-1,3,2-diazaphosphorine on polystyrene (2.2 mmol base/g) (3.0 g, 6.60 mmol) followed by para-toluenesulfonyl chloride (419 mg, 2.20 mmol) and the mixture was stirred for one hour. The mixture was filtered under suction and the residue washed with ac... Starting materials: C[Si](C)(C)C#C (trimethylsilylacetylene), palladium dichloride bis(triphenyl)-phosphine, BrC=1C=C(C=NC1)OC(C(=O)NC(C#CC)(C)C)CC (2-(5-Bromo-3-pyridyloxy)-N-(4-methylpent-2-yn-4-yl)butyramide), C[Si](C)(C)C#C (trimethylsilylacetylene), palladium dichloride bis(triphenyl)phosphine. The reagents and catalysts are [Cu]Cl (copper (I) chloride). Run in C(C)OCC (diethyl ether), C(C)N(CC)CC (triethylamine). Run at temperature 90 celsius, time 18 hour. Yields the product C[Si](C)(C)C#CC=1C=C(C=NC1)OC(C(=O)NC(C#CC)(C)C)CC (2-(5-trimethylsilylethynyl-3-pyridyloxy)-N-(4-methylpent-2-yn-4-yl)butyramide). RXN SMILES: Br[C:2]1[CH:3]=[C:4]([O:8][CH:9]([CH2:19][CH3:20])[C:10]([NH:12][C:13]([CH3:18])([CH3:17])[C:14]#[C:15][CH3:16])=[O:11])[CH:5]=[N:6][CH:7]=1.[CH3:21][Si:22]([C:25]#[CH:26])([CH3:24])[CH3:23]>C(N(CC)CC)C.C(OCC)C.[Cu]Cl>[CH3:21][Si:22]([C:25]#[C:26][C:2]1[CH:3]=[C:4]([O:8][CH:9]([CH2:19][CH3:20])[C:10]([NH:12][C:13]([CH3:18])([CH3:17])[C:14]#[C:15][CH3:16])=[O:11])[CH:5]=[N:6][CH:7]=1)([CH3:24])[CH3:23]. Procedure: 2-(5-Bromo-3-pyridyloxy)-N-(4-methylpent-2-yn-4-yl)butyramide (0.40 g), trimethylsilylacetylene (0.24 ml), copper (I) chloride (0.015 g) and palladium dichloride bis(triphenyl)phosphine (0.030 g) in dry triethylamine (4 ml) were sealed in a glass tube and heated to 90° C. for 3 hours. The mixture was cooled to ambient temperature and stored for 18 hours. Further trimethylsilylacetylene (0.24 ml) and palladium dichloride bis(triphenyl)-phosphine (0.030 g) were added and the mixture re-heated in t...